Dataset: the Open Reaction Database (ORD), a public repository of structured organic reaction records. Task: describe an organic reaction: reactants, conditions, products, and yield Starting materials: [H-].[H-].[H-].[H-].[Li+].[Al+3] (LAH), [OH-].[Na+] (NaOH), ClC1=CC=C(C=C1)C(C=1C=C2C(=CC(NC2=CC1)=O)NC1CCN(CC1)S(=O)(=O)C(F)(F)F)C1=CC=C(C=C1)Cl (6-(bis(4-chlorophenyl)methyl)-4-(1-(trifluoromethylsulfonyl)piperidin-4-ylamino)quinolin-2(1H)-one), [O-]S(=O)(=O)[O-].[Na+].[Na+] (Na2SO4), [H-].[H-].[H-].[H-].[Li+].[Al+3] (LAH), [H-].[H-].[H-].[H-].[Li+].[Al+3] (LAH). Solvent: C1CCOC1 (THF), O (water), O (Water), C1CCOC1 (THF). Product: ClC1=CC=C(C=C1)C(C=1C=C2C(=CC(NC2=CC1)=O)NC1CCNCC1)C1=CC=C(C=C1)Cl (6-(bis(4-chlorophenyl)methyl)-4-(piperidin-4-ylamino)quinolin-2(1H)-one). Reaction SMILES: [Cl:1][C:2]1[CH:7]=[CH:6][C:5]([CH:8]([C:34]2[CH:39]=[CH:38][C:37]([Cl:40])=[CH:36][CH:35]=2)[C:9]2[CH:10]=[C:11]3[C:16](=[CH:17][CH:18]=2)[NH:15][C:14](=[O:19])[CH:13]=[C:12]3[NH:20][CH:21]2[CH2:26][CH2:25][N:24](S(C(F)(F)F)(=O)=O)[CH2:23][CH2:22]2)=[CH:4][CH:3]=1.[H-].[H-].[H-].[H-].[Li+].[Al+3].[OH-].[Na+].[O-]S([O-])(=O)=O.[Na+].[Na+]>C1COCC1.O>[Cl:40][C:37]1[CH:38]=[CH:39][C:34]([CH:8]([C:5]2[CH:4]=[CH:3][C:2]([Cl:1])=[CH:7][CH:6]=2)[C:9]2[CH:10]=[C:11]3[C:16](=[CH:17][CH:18]=2)[NH:15][C:14](=[O:19])[CH:13]=[C:12]3[NH:20][CH:21]2[CH2:22][CH2:23][NH:24][CH2:25][CH2:26]2)=[CH:35][CH:36]=1 |f:1.2.3.4.5.6,7.8,9.10.11|. Reported procedure: To a 500-mL three-neck round bottom flask with stir bar, heating mantel, reflux condenser with N2 outlet, septa with N2 inlet (needle) and temperature probe was added 6-(bis(4-chlorophenyl)methyl)-4-(1-(trifluoromethylsulfonyl)piperidin-4-ylamino)quinolin-2(1H)-one (6.06 g; 9.93 mmol) and THF (120 mL). To this solution was added LAH (pellets, 1.48 g; 38.99 mmol) at room temperature and the resulting mixture was heated to reflux while stirring for 8 hr and cooled room temperature overnight. A 2nd... The reactants are COc1cncc(Br)c1, CC(=O)OC1CSC(Oc2ccc(Br)nc2)C(OC(C)=O)C1OC(C)=O. The product is COc1cncc(-c2ccc(OC3SCC(OC(C)=O)C(OC(C)=O)C3OC(C)=O)cn2)c1. As a reaction SMILES: [Br:1][c:2]1[cH:3][n:4][cH:5][c:6]([O:8][CH3:9])[cH:7]1.[C:10]([CH3:11])(=[O:12])[O:13][CH:14]1[CH:15]([O:16][c:17]2[cH:18][n:19][c:20]([Br:23])[cH:21][cH:22]2)[S:24][CH2:25][CH:26]([O:32][C:33]([CH3:34])=[O:35])[CH:27]1[O:28][C:29]([CH3:30])=[O:31]>>[c:2]1(-[c:20]2[n:19][cH:18][c:17]([O:16][CH:15]3[CH:14]([O:13][C:10]([CH3:11])=[O:12])[CH:27]([O:28][C:29]([CH3:30])=[O:31])[CH:26]([O:32][C:33]([CH3:34])=[O:35])[CH2:25][S:24]3)[cH:22][cH:21]2)[cH:3][n:4][cH:5][c:6]([O:8][CH3:9])[cH:7]1. Reactants: COCC1=CC(=NO1)C(C)=O (1-[5-(methoxymethyl)isoxazol-3-yl]ethanone), C(#C)[Mg]Br (ethynylmagnesium bromide), solution. The solvent is C1CCOC1 (THF), C1CCOC1 (THF). Reaction conditions: time 1.5 hour. Product: COCC1=CC(=NO1)C(C)(C#C)O (2-[5-(methoxymethyl)isoxazol-3-yl]but-3-yn-2-ol). As a reaction SMILES: [CH3:1][O:2][CH2:3][C:4]1[O:8][N:7]=[C:6]([C:9](=[O:11])[CH3:10])[CH:5]=1.[C:12]([Mg]Br)#[CH:13]>C1COCC1>[CH3:1][O:2][CH2:3][C:4]1[O:8][N:7]=[C:6]([C:9]([OH:11])([C:12]#[CH:13])[CH3:10])[CH:5]=1. Reported procedure: To a solution of 1-[5-(methoxymethyl)isoxazol-3-yl]ethanone (220 mg, 1.42 mmol) in dry THF (4 mL) at 0° C. under an atmosphere of nitrogen, was introduced ethynylmagnesium bromide (4.4 mL of a 0.5M solution in THF, 2.20 mmol) dropwise over 5 min. After 1.5 hr at this temperature, the reaction was carefully quenched with water (0.2 mL) and the resulting suspension concentrated in vacuo. The residual syrup was slurried in water (5 mL) and the pH adjusted to 2 with 5M aqueous hydrochloric acid for ... Starting materials: OC(C)(C)C1(CC2=CC=CC=C2C1)C(=O)OC (2-(1-hydroxy-1-methylethyl)-2-methoxycarbonylindane), P(=O)(Cl)(Cl)Cl (phosphorus oxychloride), Cl (hydrochloric acid). Run in N1=CC=CC=C1 (pyridine). Conditions: temperature 100 celsius. The product is C(=C)(C)C1(CC2=CC=CC=C2C1)C(=O)OC (2-isopropenyl-2-methoxycarbonylindane). As a reaction SMILES: O[C:2]([C:5]1([C:14]([O:16][CH3:17])=[O:15])[CH2:13][C:12]2[C:7](=[CH:8][CH:9]=[CH:10][CH:11]=2)[CH2:6]1)([CH3:4])[CH3:3].P(Cl)(Cl)(Cl)=O.Cl>N1C=CC=CC=1>[C:2]([C:5]1([C:14]([O:16][CH3:17])=[O:15])[CH2:13][C:12]2[C:7](=[CH:8][CH:9]=[CH:10][CH:11]=2)[CH2:6]1)([CH3:4])=[CH2:3]. Reported procedure: Into 100 ml of dried pyridine, was dissolved 30.0 g (0.128 mole) of 2-(1-hydroxy-1-methylethyl)-2-methoxycarbonylindane. To the solution, was added dropwise 39.4 g (0.256 mole) of phosphorus oxychloride over a period of 30 minutes at room temperature. The mixture was heated at 100° C. to continue the reaction for further 4 hours. The reaction mixture was cooled to room temperature, poured into a mixture of 10% aqueous hydrochloric acid solution and ice, and extracted with ether. The aqueous laye... Conditions: time 8 hour. Procedure details: 100 mg (0.31 mmol) of 2-amino-4-[4-(2-methoxyethoxy)phenyl]-6-sulphanyl-pyridine-3,5-dicarbonitrile are dissolved in 1 ml of DMF. 103 mg (1.23 mmol) of sodium bicarbonate and 68.3 mg (0.46 mmol) of 4-chloromethyl-2-amino-1,3-thiazole are then added. The suspension is shaken at RT overnight, and water is added. The precipitate is filtered off with suction, washed with ethanol and diethyl ether and dried at 40° C. under reduced pressure. This gives 115.9 mg (86.2% of theory) of product. The product is NC1=NC(=C(C(=C1C#N)C1=CC=C(C=C1)OCCOC)C#N)SCC=1N=C(SC1)N (2-Amino-4-[4-(2-methoxyethoxy)phenyl]-6-[(2-amino-1,3-thiazol-4-yl)methyl-sulphanyl]pyridine-3,5-dicarbonitrile). RXN SMILES: [NH2:1][C:2]1[C:7]([C:8]#[N:9])=[C:6]([C:10]2[CH:15]=[CH:14][C:13]([O:16][CH2:17][CH2:18][O:19][CH3:20])=[CH:12][CH:11]=2)[C:5]([C:21]#[N:22])=[C:4]([SH:23])[N:3]=1.C(=O)(O)[O-].[Na+].Cl[CH2:30][C:31]1[N:32]=[C:33]([NH2:36])[S:34][CH:35]=1.O>CN(C=O)C>[NH2:1][C:2]1[C:7]([C:8]#[N:9])=[C:6]([C:10]2[CH:11]=[CH:12][C:13]([O:16][CH2:17][CH2:18][O:19][CH3:20])=[CH:14][CH:15]=2)[C:5]([C:21]#[N:22])=[C:4]([S:23][CH2:30][C:31]2[N:32]=[C:33]([NH2:36])[S:34][CH:35]=2)[N:3]=1 |f:1.2|. The reactants are O (water), C([O-])(O)=O.[Na+] (sodium bicarbonate), ClCC=1N=C(SC1)N (4-chloromethyl-2-amino-1,3-thiazole), NC1=NC(=C(C(=C1C#N)C1=CC=C(C=C1)OCCOC)C#N)S (2-amino-4-[4-(2-methoxyethoxy)phenyl]-6-sulphanyl-pyridine-3,5-dicarbonitrile). Solvent: CN(C)C=O (DMF).